Dataset: the Open Reaction Database (ORD), a public repository of structured organic reaction records. Task: describe an organic reaction: reactants, conditions, products, and yield Reactants: C(C1=CC=CC=C1)C=1N=NC2=C(C=CC=C2C1Br)C(F)(F)F (3-benzyl-4-bromo-8-trifluoromethyl-cinnoline), OC=1C=C(C=CC1)B(O)O (3-hydroxyphenylboronic acid), [O-]P(=O)([O-])[O-].[K+].[K+].[K+] (K3PO4), O (water). Reagents/catalysts: C=1C=CC(=CC1)[P](C=2C=CC=CC2)(C=3C=CC=CC3)[Pd]([P](C=4C=CC=CC4)(C=5C=CC=CC5)C=6C=CC=CC6)([P](C=7C=CC=CC7)(C=8C=CC=CC8)C=9C=CC=CC9)[P](C=1C=CC=CC1)(C=1C=CC=CC1)C=1C=CC=CC1 (Pd(PPh3)4). Solvent: O1CCOCC1 (dioxane). Run at time 6 hour. The product is C(C1=CC=CC=C1)C=1N=NC2=C(C=CC=C2C1C=1C=C(C=CC1)O)C(F)(F)F (3-(3-Benzyl-8-trifluoromethyl-cinnolin-4-yl)-phenol). Isolated yield 74.3%. As a reaction SMILES: [CH2:1]([C:8]1[N:9]=[N:10][C:11]2[C:16]([C:17]=1Br)=[CH:15][CH:14]=[CH:13][C:12]=2[C:19]([F:22])([F:21])[F:20])[C:2]1[CH:7]=[CH:6][CH:5]=[CH:4][CH:3]=1.[OH:23][C:24]1[CH:25]=[C:26](B(O)O)[CH:27]=[CH:28][CH:29]=1.[O-]P([O-])([O-])=O.[K+].[K+].[K+].O>O1CCOCC1.C1C=CC([P]([Pd]([P](C2C=CC=CC=2)(C2C=CC=CC=2)C2C=CC=CC=2)([P](C2C=CC=CC=2)(C2C=CC=CC=2)C2C=CC=CC=2)[P](C2C=CC=CC=2)(C2C=CC=CC=2)C2C=CC=CC=2)(C2C=CC=CC=2)C2C=CC=CC=2)=CC=1>[CH2:1]([C:8]1[N:9]=[N:10][C:11]2[C:16]([C:17]=1[C:28]1[CH:29]=[C:24]([OH:23])[CH:25]=[CH:26][CH:27]=1)=[CH:15][CH:14]=[CH:13][C:12]=2[C:19]([F:22])([F:21])[F:20])[C:2]1[CH:7]=[CH:6][CH:5]=[CH:4][CH:3]=1 |f:2.3.4.5,^1:51,53,72,91|. Procedure: A solution of 3-benzyl-4-bromo-8-trifluoromethyl-cinnoline (1.7 g, 4.6 mmol) and 3-hydroxyphenylboronic acid (0.84 g, 6.0 mmol) and Pd(PPh3)4 (300 mg) and K3PO4 (3.0 g) in dioxane (50 ml) was heated to reflux. After 6 hr, the reaction was cooled and poured into water and extracted with EtOAc. The organic layer was concentrated and the product purified by colum chromatography (eluent 10% EtOAc/Hexane) to give a solid 1.3 g. MS (ES) m/z 381.1. Yields the product OC1=C(C(OC(=C1)C=1C=NC=CC1)=O)SCC1=CC=CC=C1 (4-Hydroxy-3-[(phenylmethyl)thio]-6-(3-pyridinyl)-2H-pyran-2-one). The reactants are trimethylsilyl enol ether, C(C)(=O)C=1C=NC=CC1 (3-acetyl pyridine), diethyl ester, C1(=CC=CC=C1)CSC(C(=O)O)C(=O)O ([(phenylmethyl)thio]propanedioic acid). Procedure: The title compound was prepared from the condensation of the trimethylsilyl enol ether of 3-acetyl pyridine and diethyl ester of [(phenylmethyl)thio]propanedioic acid following the same procedure outlined in Method A; m.p. 183-184° C. NMR (DMSO-d6) δ4.02 (s, 2 H), 6.83 (s, 1 H), 7.20 (m, 1 H), 7.26 (d, 4 H), 7.55 (m, 1 H), 8.16 (m, 1 H), 8.69 (m, 1 H), 8.98 (d, 1 H). RXN SMILES: [C:1]([C:4]1[CH:5]=[N:6][CH:7]=[CH:8][CH:9]=1)(=[O:3])[CH3:2].[C:10]1([CH2:16][S:17][CH:18]([C:22](O)=[O:23])[C:19](O)=[O:20])[CH:15]=[CH:14][CH:13]=[CH:12][CH:11]=1>>[OH:23][C:22]1[CH:2]=[C:1]([C:4]2[CH:5]=[N:6][CH:7]=[CH:8][CH:9]=2)[O:3][C:19](=[O:20])[C:18]=1[S:17][CH2:16][C:10]1[CH:15]=[CH:14][CH:13]=[CH:12][CH:11]=1. The reactants are C1CCOC1, CCOCCn1nc(CC)c2nc(Cl)nc(Cl)c21, Cc1ccnc(N)c1, O=C(O)CC(O)(CC(=O)O)C(=O)O. Yields the product CCOCCn1nc(CC)c2nc(Cl)nc(Nc3cc(C)ccn3)c21. RXN SMILES: [CH2:40]1[O:41][CH2:42][CH2:43][CH2:44]1.[Cl:9][c:10]1[n:11][c:12]([Cl:26])[c:13]2[c:14]([n:15]1)[c:16]([CH2:24][CH3:25])[n:17][n:18]2[CH2:19][CH2:20][O:21][CH2:22][CH3:23].[NH2:1][c:2]1[n:3][cH:4][cH:5][c:6]([CH3:8])[cH:7]1.[OH:27][C:28]([CH2:29][C:30]([C:31](=[O:32])[OH:33])([CH2:34][C:35](=[O:36])[OH:37])[OH:38])=[O:39]>>[NH:1]([c:2]1[n:3][cH:4][cH:5][c:6]([CH3:8])[cH:7]1)[c:12]1[n:11][c:10]([Cl:9])[n:15][c:14]2[c:13]1[n:18]([CH2:19][CH2:20][O:21][CH2:22][CH3:23])[n:17][c:16]2[CH2:24][CH3:25]. As a reaction SMILES: [CH2:16]([N:17]([CH2:18][CH3:19])[c:20]1[cH:21][cH:22][cH:23][cH:24][cH:25]1)[CH3:26].[CH3:27][CH2:28][O:29][CH2:30][CH3:31].[F:1][c:2]1[c:3]([O:12][CH2:13][C:14]#[CH:15])[cH:4][c:5]([C:6](=[O:7])[O:8][CH3:9])[cH:10][cH:11]1>>[F:1][c:2]1[c:3]2[c:4]([c:5]([C:6](=[O:7])[O:8][CH3:9])[cH:10][cH:11]1)[CH:15]=[CH:14][CH2:13][O:12]2. Reactants: CCN(CC)c1ccccc1, CCOCC, C#CCOc1cc(C(=O)OC)ccc1F. Product: COC(=O)c1ccc(F)c2c1C=CCO2. The reactants are FC=1C(=C(C=CC1)CO)OC (3-fluoro-2-methoxy-benzenemethanol), S(=O)(Cl)Cl (thionyl chloride). Solvent: ClCCl (dichloromethane). The product is ClCC1=C(C(=CC=C1)F)OC (1-(Chloromethyl)-3-fluoro-2-methoxy-benzene). RXN SMILES: [F:1][C:2]1[C:3]([O:10][CH3:11])=[C:4]([CH2:8]O)[CH:5]=[CH:6][CH:7]=1.S(Cl)([Cl:14])=O>ClCCl>[Cl:14][CH2:8][C:4]1[CH:5]=[CH:6][CH:7]=[C:2]([F:1])[C:3]=1[O:10][CH3:11]. Procedure details: A solution of 3-fluoro-2-methoxy-benzenemethanol (WO 20000419) (0.50 g) and thionyl chloride (0.47 ml) in dichloromethane (30 ml) was stirred for 2 hours then concentrated in-vacuo to give the subtitled compound, which was used directly in the next step. The reactants are ( b ), CN(C1=CC=C(C=N1)C(C(=O)[O-])=C)C (6-(dimethylamino)pyridin-3-yl-acrylate), NC1=CC=C(C=N1)/C=C/C(=O)OCC1=CC=CC=C1 (benzyl (E)-3-(6-aminopyridin-3-yl)acrylate). Yields the product CN(C1=CC=C(C=N1)/C=C/C(=O)O)C ((E)-3-[6-(Dimethylamino)pyridin-3-yl]acrylic acid). The yield is 36.0%. Reaction SMILES: [CH3:1][N:2]([CH3:14])[C:3]1[N:8]=[CH:7][C:6]([C:9](=[CH2:13])C([O-])=O)=[CH:5][CH:4]=1.NC1N=CC(/C=C/[C:24]([O:26]CC2C=CC=CC=2)=[O:25])=CC=1>>[CH3:14][N:2]([CH3:1])[C:3]1[N:8]=[CH:7][C:6](/[CH:9]=[CH:13]/[C:24]([OH:26])=[O:25])=[CH:5][CH:4]=1. Procedure details: According to the procedure of Preparation 2 (b), except substituting benzyl (E)-3-[6-(dimethylamino)pyridin-3-yl-acrylate for benzyl (E)-3-(6-aminopyridin-3-yl)acrylate, the title compound (0.20 g, 36%) was prepared as a white solid: MS (ES) m/e 193 (M+H)+. Procedure: A mixture of 2-[3-(2-methanesulfinyl-pyrimidin-4-yl)-imidazo[1,2-a]pyridine-8-yl]-propan-2-ol (0.15 g) and N-(4-amino-cyclohexyl)-methanesulfonamide (0.325 g) in NMP (1.5 mL) was treated with TEA (0.33 mL) and heated at 105° C. for 18 h. The reaction mixture was then cooled to RT and diluted with water. The resulting precipitate was filtered, washed with water, and dried. The product was purified by ISCO using 100% DCM to 15% MeOH/DCM. Pure fractions were collected, concentrated, and titurated w... Run in O (water), CN1CCCC1=O (NMP). Run at temperature 105 celsius. The yield is 40.3%. Starting materials: CS(=O)C1=NC=CC(=N1)C1=CN=C2N1C=CC=C2C(C)(C)O (2-[3-(2-methanesulfinyl-pyrimidin-4-yl)-imidazo[1,2-a]pyridine-8-yl]-propan-2-ol), NC1CCC(CC1)NS(=O)(=O)C (N-(4-amino-cyclohexyl)-methanesulfonamide), TEA. Product: OC(C)(C)C=1C=2N(C=CC1)C(=CN2)C2=NC(=NC=C2)NC2CCC(CC2)NS(=O)(=O)C (N-(4-{4-[8-(1-hydroxy-1-methyl-ethyl)-imidazo[1,2-a]pyridine-3-yl]-pyrimidin-2-ylamino}-cyclohexyl)-methanesulfonamide). RXN SMILES: CS([C:4]1[N:9]=[C:8]([C:10]2[N:14]3[CH:15]=[CH:16][CH:17]=[C:18]([C:19]([OH:22])([CH3:21])[CH3:20])[C:13]3=[N:12][CH:11]=2)[CH:7]=[CH:6][N:5]=1)=O.[NH2:23][CH:24]1[CH2:29][CH2:28][CH:27]([NH:30][S:31]([CH3:34])(=[O:33])=[O:32])[CH2:26][CH2:25]1>CN1C(=O)CCC1.O>[OH:22][C:19]([C:18]1[C:13]2[N:14]([C:10]([C:8]3[CH:7]=[CH:6][N:5]=[C:4]([NH:23][CH:24]4[CH2:29][CH2:28][CH:27]([NH:30][S:31]([CH3:34])(=[O:33])=[O:32])[CH2:26][CH2:25]4)[N:9]=3)=[CH:11][N:12]=2)[CH:15]=[CH:16][CH:17]=1)([CH3:20])[CH3:21]. As a reaction SMILES: [NH2-:1].[Na+].N.[Na].[CH2:5]([C:8]([CH2:12][CH2:13][CH3:14])(Cl)[C:9]#[CH:10])[CH2:6][CH3:7]>C(OCC)C>[CH2:5]([C:8]([NH2:1])([CH2:12][CH2:13][CH3:14])[C:9]#[CH:10])[CH2:6][CH3:7] |f:0.1,^1:3|. Starting materials: [NH2-].[Na+] (sodium amide), N (ammonia), [Na] (sodium), liquid, N (ammonia), C(CC)C(C#C)(Cl)CCC (1,1-di-n-propyl-1-chloro-2-propyne). Reaction conditions: time 1 hour. Procedure: To a suspension of sodium amide in liquid ammonia, prepared from 6.9 g of sodium and 250 ml of liquid ammonia, were added 17 g of 1,1-di-n-propyl-1-chloro-2-propyne in 50 ml of anhydrous ethyl ether. The operation of adding the chlorinated derivative lasted one hour. Stirring of the mixture was maintained for 2 hours and then 300 ml of anhydrous ethyl ether were added. Yields the product C(CC)C(C#C)(CCC)N (1,1-Di-n-propyl-2-propyn-1-ylamine). Run in C(C)OCC (ethyl ether), C(C)OCC (ethyl ether). Yields the product C(C)OC1=C(C(C1=O)=O)NC=1C(=C(C(=O)N(C)C)C=CC1)O (3-(2-Ethoxy-3,4-dioxocyclobut-1-enylamino)-2-hydroxy-N,N-dimethyl-benzamide). Reported procedure: 44 g of 3-amino-2-hydroxy-N,N-dimethyl-benzamide are dissolved in 880 ml of EtOH. 46 g of 3,4-diethoxy-3-cyclobuten-1,2-dione and 4.4 g of K2CO3 are added and the reaction mixture obtained is stirred overnight at rt. Solvent is evaporated. A residue obtained is purified by column chromatography over 500 g of silica using CH2Cl2/MeOH 98/2 as eluent. The product-containing fractions are combined and solvent is evaporated. A residue obtained is suspended in 1 l of MeOH and filtered. This process is... As a reaction SMILES: [NH2:1][C:2]1[C:3]([OH:13])=[C:4]([CH:10]=[CH:11][CH:12]=1)[C:5]([N:7]([CH3:9])[CH3:8])=[O:6].[CH2:14]([O:16][C:17]1[C:18](=O)[C:19](=[O:24])[C:20]=1[O:21]CC)[CH3:15].C([O-])([O-])=O.[K+].[K+]>CCO.CO>[CH2:14]([O:16][C:17]1[C:20](=[O:21])[C:19](=[O:24])[C:18]=1[NH:1][C:2]1[C:3]([OH:13])=[C:4]([CH:10]=[CH:11][CH:12]=1)[C:5]([N:7]([CH3:9])[CH3:8])=[O:6])[CH3:15] |f:2.3.4|. Run in CO (MeOH), CCO (EtOH). Reaction conditions: time 8 hour. The reactants are C(C)OC=1C(C(C1OCC)=O)=O (3,4-diethoxy-3-cyclobuten-1,2-dione), C(=O)([O-])[O-].[K+].[K+] (K2CO3), NC=1C(=C(C(=O)N(C)C)C=CC1)O (3-amino-2-hydroxy-N,N-dimethyl-benzamide).